This data is from the Open Reaction Database (ORD), a public repository of structured organic reaction records. The task is: describe an organic reaction: reactants, conditions, products, and yield Reactants: CC1OCCC1N1CCNCC1, O=Cc1cc2nc(Cl)nc(N3CCOCC3)c2s1. Product: CC1OCCC1N1CCN(Cc2cc3nc(Cl)nc(N4CCOCC4)c3s2)CC1. As a reaction SMILES: [CH3:1][CH:2]1[O:3][CH2:4][CH2:5][CH:6]1[N:7]1[CH2:8][CH2:9][NH:10][CH2:11][CH2:12]1.[Cl:13][c:14]1[n:15][c:16]([N:25]2[CH2:26][CH2:27][O:28][CH2:29][CH2:30]2)[c:17]2[c:18]([n:19]1)[cH:20][c:21]([CH:23]=[O:24])[s:22]2>>[CH3:1][CH:2]1[O:3][CH2:4][CH2:5][CH:6]1[N:7]1[CH2:8][CH2:9][N:10]([CH2:23][c:21]2[cH:20][c:18]3[c:17]([c:16]([N:25]4[CH2:26][CH2:27][O:28][CH2:29][CH2:30]4)[n:15][c:14]([Cl:13])[n:19]3)[s:22]2)[CH2:11][CH2:12]1. Reactants: solid, Cl.Cl.O1C=C(C=C2C1=CC=C2)C2N(CCCC2)CC[C@@H]2CC[C@H](CC2)N (trans-4-[2-(4-benzofuran-3-yl-piperidin-1-yl)-ethyl]-cyclohexylamine dihydrochloride), Cl.Cl.O1C=C(C=C2C1=CC=C2)C2N(CCCC2)CC[C@@H]2CC[C@H](CC2)N (trans-4-[2-(4-benzofuran-3-yl-piperidin-1-yl)-ethyl]-cyclohexylamine dihydrochloride), CC(CC(=O)O)(C)C (3,3-dimethyl-butyric acid). Yields the product O1C=C(C=C2C1=CC=C2)C2N(CCCC2)CC[C@@H]2CC[C@H](CC2)NC(CC(C)(C)C)=O (trans-N-{4-[2-(4-Benzofuran-3-yl-piperidin-1-yl)-ethyl]-cyclohexyl}-3,3-dimethyl-butyramide). Reaction SMILES: Cl.Cl.[O:3]1[C:8]2=[CH:9][CH:10]=[CH:11][C:7]2=[CH:6][C:5]([CH:12]2[CH2:17][CH2:16][CH2:15][CH2:14][N:13]2[CH2:18][CH2:19][C@H:20]2[CH2:25][CH2:24][C@H:23]([NH2:26])[CH2:22][CH2:21]2)=[CH:4]1.[CH3:27][C:28]([CH3:34])([CH3:33])[CH2:29][C:30](O)=[O:31]>>[O:3]1[C:8]2=[CH:9][CH:10]=[CH:11][C:7]2=[CH:6][C:5]([CH:12]2[CH2:17][CH2:16][CH2:15][CH2:14][N:13]2[CH2:18][CH2:19][C@H:20]2[CH2:21][CH2:22][C@H:23]([NH:26][C:30](=[O:31])[CH2:29][C:28]([CH3:34])([CH3:33])[CH3:27])[CH2:24][CH2:25]2)=[CH:4]1 |f:0.1.2|. Procedure: The title compound, off-white solid (83 mg, 78%), MS (ISP) m/z=425.3 [(M+H)+], mp 174° C., was prepared in accordance with the general method of example 1 from trans-4-[2-(4-benzofuran-3-yl-piperidin-1-yl)-ethyl]-cyclohexylamine dihydrochloride (intermediate A) (100 mg, 0.25 mmol) and 3,3-dimethyl-butyric acid.